Dataset: the Open Reaction Database (ORD), a public repository of structured organic reaction records. Task: describe an organic reaction: reactants, conditions, products, and yield Reactants: CCOC(=O)CC(=O)OCC, ClC(Cl)(Cl)Cl, CCO, Cc1ccccc1, O=C(Cl)c1ccc(F)c(F)c1F, [Mg], O=S(=O)(O)O. Product: CCOC(=O)C(C(=O)OCC)C(=O)c1ccc(F)c(F)c1F. Reaction SMILES: [C:2]([CH2:3][C:4](=[O:5])[O:6][CH2:7][CH3:8])(=[O:9])[O:10][CH2:11][CH3:12].[C:40]([Cl:41])([Cl:42])([Cl:43])[Cl:44].[CH3:30][CH2:31][OH:32].[CH3:33][c:34]1[cH:35][cH:36][cH:37][cH:38][cH:39]1.[F:13][c:14]1[c:15]([C:16](=[O:17])[Cl:18])[cH:19][cH:20][c:21]([F:24])[c:22]1[F:23].[Mg:1].[S:25](=[O:26])(=[O:27])([OH:28])[OH:29]>>[C:2]([CH:3]([C:4](=[O:5])[O:6][CH2:7][CH3:8])[C:16]([c:15]1[c:14]([F:13])[c:22]([F:23])[c:21]([F:24])[cH:20][cH:19]1)=[O:17])(=[O:9])[O:10][CH2:11][CH3:12]. Starting materials: CCOC(=O)c1cn2c(cc(OC)c3ccccc32)n1, CO, [Na+], [OH-], O. Yields the product COc1cc2nc(C(=O)O)cn2c2ccccc12. Reaction SMILES: [CH3:1][O:2][c:3]1[cH:4][c:5]2[n:6]([c:7]3[cH:8][cH:9][cH:10][cH:11][c:12]13)[cH:13][c:14]([C:16](=[O:17])[O:18][CH2:19][CH3:20])[n:15]2.[CH3:24][OH:25].[Na+:23].[OH-:22].[OH2:21]>>[CH3:1][O:2][c:3]1[cH:4][c:5]2[n:6]([c:7]3[cH:8][cH:9][cH:10][cH:11][c:12]13)[cH:13][c:14]([C:16](=[O:17])[OH:18])[n:15]2. Starting materials: BrBr (bromine), C(CC(=O)C)(=O)OC (methyl acetoacetate), O (water). Solvent: ClCCCC (1-chlorobutane). Reaction conditions: temperature 0 celsius, time 8 hour. Yields the product BrCC(CC(=O)OC)=O (methyl 4-bromoacetoacetate). Yield: 110.2%. Reaction SMILES: [C:1]([O:7][CH3:8])(=[O:6])[CH2:2][C:3]([CH3:5])=[O:4].[Br:9]Br.O>ClCCCC>[Br:9][CH2:5][C:3](=[O:4])[CH2:2][C:1]([O:7][CH3:8])=[O:6]. Reported procedure: 22.7 kg of methyl acetoacetate was dissolved in 113.3 kg of 1-chlorobutane and cooled to 0° C. To this mixture was added dropwise 31.4 kg of bromine at 5° C. over 2 hours, and the mixture was thereafter kept at that temperature for 8 hours. The reaction mixture was cooled to −10° C. and added dropwise to 22.7 kg of water at a temperature 10° C. or less in 2 hours, then washed and separated to give an organic layer. The obtained organic layers were concentrated under reduced pressure at a tempera... Reactants: COC=1C2=C(N=CN1)NC=C2 (4-methoxy-7H-pyrrolo[2,3-d]pyrimidine), C1(=CC=C(C=C1)S(=O)(=O)Cl)C (para-toluene sulfonylchloride), [OH-].[Na+] (sodium hydroxide). The reagents and catalysts are S(=O)(=O)([O-])[O-].C(CCC)[N+](CCCC)(CCCC)CCCC.C(CCC)[N+](CCCC)(CCCC)CCCC (tetrabutyl ammonium sulfate). The solvent is C1(=CC=CC=C1)C (toluene), O (water). Run at time 4 hour. Yields the product COC=1C2=C(N=CN1)N(C=C2)S(=O)(=O)C2=CC=C(C=C2)C (4-Methoxy-7-[(4-methylphenyl)sulfonyl]-7H-pyrrolo[2,3-d]pyrimidine). The yield is 91.4%. Reaction SMILES: [CH3:1][O:2][C:3]1[C:4]2[CH:11]=[CH:10][NH:9][C:5]=2[N:6]=[CH:7][N:8]=1.[C:12]1([CH3:22])[CH:17]=[CH:16][C:15]([S:18](Cl)(=[O:20])=[O:19])=[CH:14][CH:13]=1.[OH-].[Na+]>C1(C)C=CC=CC=1.O.S([O-])([O-])(=O)=O.C([N+](CCCC)(CCCC)CCCC)CCC.C([N+](CCCC)(CCCC)CCCC)CCC>[CH3:1][O:2][C:3]1[C:4]2[CH:11]=[CH:10][N:9]([S:18]([C:15]3[CH:16]=[CH:17][C:12]([CH3:22])=[CH:13][CH:14]=3)(=[O:20])=[O:19])[C:5]=2[N:6]=[CH:7][N:8]=1 |f:2.3,6.7.8|. Procedure details: A solution of 4-methoxy-7H-pyrrolo[2,3-d]pyrimidine [1.2 g, Reference Example 8] and para-toluene sulfonylchloride (1.77 g) in toluene (60 mL) was treated with a solution of sodium hydroxide (3.2 g) in water (30 mL), and tetrabutyl ammonium sulfate (27 mg). The solution was stirred vigorously at room temperature for 4 hours and partitioned between ethyl acetate and brine. The organic phase was separated, then dried over magnesium sulfate and then evaporated under reduced pressure. The residue wa... The reactants are O[C@@H]([C@@H]1N([C@@H](CC1)CC1=CC=C(C=C1)C(=O)OC)C(=O)OC(C)(C)C)C=1C=NC=CC1 (Tert-butyl (2R,5S)-2-[(R)-hydroxy(pyridin-3-yl)methyl]-5-[4-(methoxycarbonyl)benzyl]pyrrolidine-1-carboxylate), [OH-].[Li+] (lithium hydroxide). The solvent is O (water), CO.O (methanol water). Conditions: time 8 hour. Product: C(C)(C)(C)OC(=O)N1[C@@H](CC[C@@H]1[C@@H](C=1C=NC=CC1)O)CC1=CC=C(C(=O)O)C=C1 (4-({(2S,5R)-1-(tert-butoxycarbonyl)-5-[(R)-hydroxy(pyridin-3-yl)methyl]pyrrolidin-2-yl}methyl)benzoic acid). Yield: 83.6%. RXN SMILES: [OH:1][C@H:2]([C:26]1[CH:27]=[N:28][CH:29]=[CH:30][CH:31]=1)[C@H:3]1[CH2:7][CH2:6][C@@H:5]([CH2:8][C:9]2[CH:14]=[CH:13][C:12]([C:15]([O:17]C)=[O:16])=[CH:11][CH:10]=2)[N:4]1[C:19]([O:21][C:22]([CH3:25])([CH3:24])[CH3:23])=[O:20].[OH-].[Li+]>CO.O.O>[C:22]([O:21][C:19]([N:4]1[C@@H:3]([C@H:2]([OH:1])[C:26]2[CH:27]=[N:28][CH:29]=[CH:30][CH:31]=2)[CH2:7][CH2:6][C@H:5]1[CH2:8][C:9]1[CH:10]=[CH:11][C:12]([C:15]([OH:17])=[O:16])=[CH:13][CH:14]=1)=[O:20])([CH3:25])([CH3:23])[CH3:24] |f:1.2,3.4|. Procedure: To a stirred solution of the title compound from Step A (8.51 g, 20.0 mmol) in methanol/water=4:1 (50 mL) was added lithium hydroxide (2.39 g, 100 mmol). The resulting mixture was stirred at RT overnight. The mixture was diluted with water and extracted with ether. The aqueous layer was acidified with 1N citric acid to PH 4.5, and then extracted with ethyl acetate. The organic layer was separated and washed with water, brine, dried over Na2SO4, and concentrated. The residue was purified by SFC (... Starting materials: BrC1=C(C=CC=C1)CCC(=O)O (3-(2-bromo-phenyl)-propionic acid), CO (methanol). Yields the product COC(CCC1=C(C=CC=C1)Br)=O (3-(2-Bromo-phenyl)-propionic acid methyl ester). As a reaction SMILES: [Br:1][C:2]1[CH:7]=[CH:6][CH:5]=[CH:4][C:3]=1[CH2:8][CH2:9][C:10]([OH:12])=[O:11].[CH3:13]O>>[CH3:13][O:11][C:10](=[O:12])[CH2:9][CH2:8][C:3]1[CH:4]=[CH:5][CH:6]=[CH:7][C:2]=1[Br:1]. Reported procedure: Prepared according to the procedure described in Example 34, Step 1, using 3-(2-bromo-phenyl)-propionic acid and methanol. Reactants: CCOC(C)=O, CO, Cn1c(=O)c2c(nc(N3CCCC(C(=O)O)C3)n2Cc2c(F)cccc2Cl)n(C)c1=O, ClCCl, NCCO. The product is Cn1c(=O)c2c(nc(N3CCCC(C(=O)NCCO)C3)n2Cc2c(F)cccc2Cl)n(C)c1=O. RXN SMILES: [CH3:36][CH2:37][O:38][C:39]([CH3:40])=[O:41].[CH3:42][OH:43].[Cl:1][c:2]1[c:3]([CH2:4][n:5]2[c:6]([N:18]3[CH2:19][CH:20]([C:24](=[O:25])[OH:26])[CH2:21][CH2:22][CH2:23]3)[n:7][c:8]3[n:9]([CH3:17])[c:10](=[O:16])[n:11]([CH3:15])[c:12](=[O:14])[c:13]23)[c:27]([F:31])[cH:28][cH:29][cH:30]1.[Cl:44][CH2:45][Cl:46].[NH2:32][CH2:33][CH2:34][OH:35]>>[Cl:1][c:2]1[c:3]([CH2:4][n:5]2[c:6]([N:18]3[CH2:19][CH:20]([C:24](=[O:25])[NH:32][CH2:33][CH2:34][OH:35])[CH2:21][CH2:22][CH2:23]3)[n:7][c:8]3[n:9]([CH3:17])[c:10](=[O:16])[n:11]([CH3:15])[c:12](=[O:14])[c:13]23)[c:27]([F:31])[cH:28][cH:29][cH:30]1. RXN SMILES: [CH:1]([N:14]1[C:18]([C:19]([O:21][CH3:22])=[O:20])=[CH:17][N:16]=[CH:15]1)([C:8]1[CH:13]=[CH:12][CH:11]=[CH:10][CH:9]=1)[C:2]1[CH:7]=[CH:6][CH:5]=[CH:4][CH:3]=1.[C:23]1(C)C(S(O)(=O)=O)=CC=C[CH:28]=1>C(O)CC>[CH:1]([N:14]1[C:18]([C:19]([O:21][CH2:22][CH2:23][CH3:28])=[O:20])=[CH:17][N:16]=[CH:15]1)([C:2]1[CH:7]=[CH:6][CH:5]=[CH:4][CH:3]=1)[C:8]1[CH:13]=[CH:12][CH:11]=[CH:10][CH:9]=1. The solvent is C(CC)O (propanol). Product: C(C1=CC=CC=C1)(C1=CC=CC=C1)N1C=NC=C1C(=O)OCCC (1-Benzhydryl-5-propoxycarbonyl-imidazole). The reactants are C=1(C(=CC=CC1)S(=O)(=O)O)C (toluene sulfonic acid), C(C1=CC=CC=C1)(C1=CC=CC=C1)N1C=NC=C1C(=O)OC (1-benzhydryl-5-methoxycarbonyl-imidazole). Reported procedure: The compound was prepared by transesterification of 2.9 g (0.01 mol) of 1-benzhydryl-5-methoxycarbonyl-imidazole of Example 8. To this end it was refluxed for some time in 100 cc of propanol and in the presence of catalytic amounts of toluene sulfonic acid. The colorless crystals obtained had a melting point of 81° C. The solvent is O1CCCC1 (tetrahydrofuran), O (water). Reaction conditions: temperature 0 celsius, time 5 minute. RXN SMILES: C(=O)([O-])[O-].[K+].[K+].[N:7]([C@H:10]1[C@@H:13]([CH2:14][O:15][CH2:16][C:17]([O:19]C)=[O:18])[NH:12][C:11]1=[O:21])=[N+:8]=[N-:9].Cl>O.O1CCCC1>[N:7]([C@H:10]1[C@@H:13]([CH2:14][O:15][CH2:16][C:17]([OH:19])=[O:18])[NH:12][C:11]1=[O:21])=[N+:8]=[N-:9] |f:0.1.2|. Procedure details: A solution of potassium carbonate (7.335 g, 53.08 mmole) in water (80 ml) was cooled to 0° C. and deoxygenated with argon. A solution of (±)-(cis)-[(3-azido-2-oxo-4-azetidinyl)methoxy]acetic acid, methyl ester (2.261 g, 10.62 mmole) in tetrahydrofuran (60 ml) was added and the mixture stirred at 0° C. for five minutes and then at room temperature for 5.5 hours. The reaction was cooled and acidified with 6N hydrochloric acid to pH 7. The tetrahydrofuran was mostly removed in vacuo, and the aqueou... Product: N(=[N+]=[N-])[C@@H]1C(N[C@@H]1COCC(=O)O)=O ((±)-(cis)-[(3-Azido-2-oxo-4-azetidinyl)methoxy]acetic acid). The reactants are N(=[N+]=[N-])[C@@H]1C(N[C@@H]1COCC(=O)OC)=O ((±)-(cis)-[(3-azido-2-oxo-4-azetidinyl)methoxy]acetic acid, methyl ester), C([O-])([O-])=O.[K+].[K+] (potassium carbonate), Cl (hydrochloric acid). Starting materials: [H-].[Na+] (sodium hydride), COC1=CC=C(C=C1)S(=O)(=O)NC=1C(=NC=CC1)NC1=CC=C(C=C1)OC (4-Methoxy-N-[2-[(4-methoxyphenyl)amino]-3-pyridyl]benzenesulfonamide), CI (methyl iodide). The solvent is CN(C=O)C (dimethylformamide). Reaction conditions: time 30 minute. Yields the product COC1=CC=C(C=C1)S(=O)(=O)N(C)C=1C(=NC=CC1)NC1=CC=C(C=C1)OC (4-Methoxy-N-[2-[(4-methoxyphenyl)amino]-3-pyridyl]-N-methylbenzenesulfonamide). As a reaction SMILES: [CH3:1][O:2][C:3]1[CH:8]=[CH:7][C:6]([S:9]([NH:12][C:13]2[C:14]([NH:19][C:20]3[CH:25]=[CH:24][C:23]([O:26][CH3:27])=[CH:22][CH:21]=3)=[N:15][CH:16]=[CH:17][CH:18]=2)(=[O:11])=[O:10])=[CH:5][CH:4]=1.[H-].[Na+].[CH3:30]I>CN(C)C=O>[CH3:1][O:2][C:3]1[CH:8]=[CH:7][C:6]([S:9]([N:12]([C:13]2[C:14]([NH:19][C:20]3[CH:21]=[CH:22][C:23]([O:26][CH3:27])=[CH:24][CH:25]=3)=[N:15][CH:16]=[CH:17][CH:18]=2)[CH3:30])(=[O:10])=[O:11])=[CH:5][CH:4]=1 |f:1.2|. Reported procedure: 500 mg (1.3 mmol) of the compound of Example 4 was dissolved in 5 ml of dimethylformamide. 60 mg (1.5 mmol) of sodium hydride (60%) was added to the solution. The resulting solution was stirred at room temperature for 30 min and 95 μl (1.5 mmol) of methyl iodide was added thereto.